Task: describe an organic reaction: reactants, conditions, products, and yield. Dataset: the Open Reaction Database (ORD), a public repository of structured organic reaction records Starting materials: O=C([O-])[O-], COc1cc2c(Cl)ccnc2cc1OCc1ccccc1, Cc1ccc(-c2nc(C)c(C)cc2O)nc1, CN(C)c1ccncc1, CS(C)=O, [Cs+], [Cs+], O. Yields the product COc1cc2c(Oc3cc(C)c(C)nc3-c3ccc(C)cn3)ccnc2cc1OCc1ccccc1. RXN SMILES: [C:38](=[O:39])([O-:40])[O-:41].[CH2:17]([c:18]1[cH:19][cH:20][cH:21][cH:22][cH:23]1)[O:24][c:25]1[c:26]([O:36][CH3:37])[cH:27][c:28]2[c:29]([Cl:35])[cH:30][cH:31][n:32][c:33]2[cH:34]1.[CH3:1][c:2]1[cH:3][c:4]([OH:16])[c:5](-[c:9]2[n:10][cH:11][c:12]([CH3:15])[cH:13][cH:14]2)[n:6][c:7]1[CH3:8].[CH3:45][N:46]([CH3:47])[c:48]1[cH:49][cH:50][n:51][cH:52][cH:53]1.[CH3:54][S:55](=[O:56])[CH3:57].[Cs+:42].[Cs+:43].[OH2:44]>>[CH3:1][c:2]1[cH:3][c:4]([O:16][c:29]2[c:28]3[cH:27][c:26]([O:36][CH3:37])[c:25]([O:24][CH2:17][c:18]4[cH:19][cH:20][cH:21][cH:22][cH:23]4)[cH:34][c:33]3[n:32][cH:31][cH:30]2)[c:5](-[c:9]2[n:10][cH:11][c:12]([CH3:15])[cH:13][cH:14]2)[n:6][c:7]1[CH3:8]. Starting materials: CCn1cc(C(=O)O)c(=O)c2cc3cc(F)c(Cl)cc3nc21, Fc1ccc(CN2CCNCC2)cc1. Product: CCn1cc(C(=O)O)c(=O)c2cc3cc(F)c(N4CCN(Cc5ccc(F)cc5)CC4)cc3nc21. Reaction SMILES: [Cl:1][c:2]1[c:3]([F:22])[cH:4][c:5]2[c:6]([n:7][c:8]3[n:9]([CH2:19][CH3:20])[cH:10][c:11]([C:16](=[O:17])[OH:18])[c:12](=[O:15])[c:13]3[cH:14]2)[cH:21]1.[F:23][c:24]1[cH:25][cH:26][c:27]([CH2:28][N:29]2[CH2:30][CH2:31][NH:32][CH2:33][CH2:34]2)[cH:35][cH:36]1>>[c:2]1([N:32]2[CH2:31][CH2:30][N:29]([CH2:28][c:27]3[cH:26][cH:25][c:24]([F:23])[cH:36][cH:35]3)[CH2:34][CH2:33]2)[c:3]([F:22])[cH:4][c:5]2[c:6]([n:7][c:8]3[n:9]([CH2:19][CH3:20])[cH:10][c:11]([C:16](=[O:17])[OH:18])[c:12](=[O:15])[c:13]3[cH:14]2)[cH:21]1.